The task is: describe an organic reaction: reactants, conditions, products, and yield. This data is from the Open Reaction Database (ORD), a public repository of structured organic reaction records. Starting materials: CN, COc1c(Cl)ccc(Cl)c1C(=O)O, [Cl-]. Yields the product CNC(=O)c1c(Cl)ccc(Cl)c1OC. RXN SMILES: [CH3:15][NH2:16].[CH3:2][O:3][c:4]1[c:5]([C:6](=[O:7])[OH:8])[c:9]([Cl:14])[cH:10][cH:11][c:12]1[Cl:13].[Cl-:1]>>[CH3:2][O:3][c:4]1[c:5]([C:6](=[O:7])[NH:16][CH3:15])[c:9]([Cl:14])[cH:10][cH:11][c:12]1[Cl:13]. Reactants: S1C=CC2=C1S(CCC2=O)(=O)=O (5,6-Dihydro-4H-thieno[2,3-b]-thiopyran-4-one-7,7-dioxide), C1(=CC=CC=C1)[C@]1(N(CCC1)C1=CC=CC=C1)CO.B ((S)-diphenylprolinol borane), CSC.B (borane-dimethyl sulfide). The solvent is C1CCOC1 (THF), C1CCOC1 (THF). Run at temperature -15 celsius, time 1 hour. Yields the product S1C=CC2=C1S(CC[C@H]2O)(=O)=O ((R)-(+)-5,6-Dihydro-4H-thieno[2,3-b]-thiopyran-4-ol-7,7-dioxide). RXN SMILES: [S:1]1[C:5]2[S:6](=[O:12])(=[O:11])[CH2:7][CH2:8][C:9](=[O:10])[C:4]=2[CH:3]=[CH:2]1.C1([C@]2(CO)CCCN2C2C=CC=CC=2)C=CC=CC=1.B.CSC.B>C1COCC1>[S:1]1[C:5]2[S:6](=[O:12])(=[O:11])[CH2:7][CH2:8][C@@H:9]([OH:10])[C:4]=2[CH:3]=[CH:2]1 |f:1.2,3.4|. Procedure details: To a magnetically stirred solution of 5,6-Dihydro-4H-thieno[2,3-b]-thiopyran-4-one-7,7-dioxide (12) (1.00 g, 4.94 mmol) in dry THF (14 mL) was added (S)-diphenylprolinol-borane complex from Example 12 (132 mg, 0.494 mmol). The solution was cooled to -15° C. and a solution of borane-dimethyl sulfide (10M, 0.4 mL, 4.0 mmol) in dry THF (6.8 mL) was added at a rate to maintain the internal temperature at -151° C. The solution was stirred at -15° C. for 1 hour then at 22° C. for 6 hours. The product ... The reactants are C(C1=CC=NC=C1)(=S)N (thioisonicotinamide), BrCC(C(=O)OCC)=O (ethyl bromopyruvate). The solvent is C(C)O (ethanol). Yields the product N1=CC=C(C=C1)C=1SC=C(N1)C(=O)OCC (ethyl 2-(4-pyridyl)-4-thiazolecarboxylate). Yield: 53.7%. RXN SMILES: [C:1]([NH2:9])(=[S:8])[C:2]1[CH:7]=[CH:6][N:5]=[CH:4][CH:3]=1.Br[CH2:11][C:12](=O)[C:13]([O:15][CH2:16][CH3:17])=[O:14]>C(O)C>[N:5]1[CH:6]=[CH:7][C:2]([C:1]2[S:8][CH:11]=[C:12]([C:13]([O:15][CH2:16][CH3:17])=[O:14])[N:9]=2)=[CH:3][CH:4]=1. Reported procedure: A solution of thioisonicotinamide (5.0 g) and ethyl bromopyruvate (7.22 g) in ethanol (90 ml) was heated for 5 hours under reflux and concentrated. To the residue were added sodium bicarbonate solution and ethyl acetate, and the organic layer was separated, washed with water and sodium chloride solution, dried and concentrated. The residue was purified with silica gel column chromatography (ethyl acetate) to give pale yellow solid of ethyl 2-(4-pyridyl)-4-thiazolecarboxylate (4.55 g). Reactants: Brc1cnn2c(-c3cccnc3)ccnc12, [C-]#N, CN(C)C=O. Product: N#Cc1cnn2c(-c3cccnc3)ccnc12. RXN SMILES: [Br:1][c:2]1[cH:3][n:4][n:5]2[c:6]1[n:7][cH:8][cH:9][c:10]2-[c:11]1[cH:12][n:13][cH:14][cH:15][cH:16]1.[C-:17]#[N:18].[CH3:19][N:20]([CH3:21])[CH:22]=[O:23]>>[c:2]1([C:17]#[N:18])[cH:3][n:4][n:5]2[c:6]1[n:7][cH:8][cH:9][c:10]2-[c:11]1[cH:12][n:13][cH:14][cH:15][cH:16]1. Reactants: IC=1C=NN(C1)CC[C@](C(=O)OCC)(S(=O)(=O)C)C (ethyl (2R)-4-(4-iodo-1H-pyrazol-1-yl)-2-methyl-2-(methylsulfonyl)butanoate), C1(=CCCCC1)B(O)O (cyclohex-1-en-1-ylboronic acid), [F-].[Cs+] (cesium fluoride). Reagents/catalysts: C=1C=CC(=CC1)[P](C=2C=CC=CC2)(C=3C=CC=CC3)[Pd]([P](C=4C=CC=CC4)(C=5C=CC=CC5)C=6C=CC=CC6)([P](C=7C=CC=CC7)(C=8C=CC=CC8)C=9C=CC=CC9)[P](C=1C=CC=CC1)(C=1C=CC=CC1)C=1C=CC=CC1 (Pd(PPh3)4). Run in C1CCOC1 (THF). Run at temperature 60 celsius. The product is C1(=CCCCC1)C=1C=NN(C1)CC[C@](C(=O)OCC)(S(=O)(=O)C)C (ethyl (2R)-4-[4-(cyclohex-1-en-1-yl)-1H-pyrazol-1-yl]-2-methyl-2-(methylsulfonyl)butanoate). Yield: 83.5%. RXN SMILES: I[C:2]1[CH:3]=[N:4][N:5]([CH2:7][CH2:8][C@@:9]([CH3:19])([S:15]([CH3:18])(=[O:17])=[O:16])[C:10]([O:12][CH2:13][CH3:14])=[O:11])[CH:6]=1.[C:20]1(B(O)O)[CH2:25][CH2:24][CH2:23][CH2:22][CH:21]=1.[F-].[Cs+]>C1C=CC([P]([Pd]([P](C2C=CC=CC=2)(C2C=CC=CC=2)C2C=CC=CC=2)([P](C2C=CC=CC=2)(C2C=CC=CC=2)C2C=CC=CC=2)[P](C2C=CC=CC=2)(C2C=CC=CC=2)C2C=CC=CC=2)(C2C=CC=CC=2)C2C=CC=CC=2)=CC=1.C1COCC1>[C:20]1([C:2]2[CH:3]=[N:4][N:5]([CH2:7][CH2:8][C@@:9]([CH3:19])([S:15]([CH3:18])(=[O:17])=[O:16])[C:10]([O:12][CH2:13][CH3:14])=[O:11])[CH:6]=2)[CH2:25][CH2:24][CH2:23][CH2:22][CH:21]=1 |f:2.3,^1:34,36,55,74|. Reported procedure: To a vial containing ethyl (2R)-4-(4-iodo-1H-pyrazol-1-yl)-2-methyl-2-(methylsulfonyl)butanoate (500 mg, 1.25 mmol, 1.0 eq), cyclohex-1-en-1-ylboronic acid (205 mg, 1.62 mmol, 1.3 eq), cesium fluoride (759 mg, 5.00 mmol, 4 eq) and Pd(PPh3)4 (100 mg 0.087 mmol, 0.07 eq) was added THF (5 mL). The vial was sealed and the mixture was heated at 60° C. overnight. The mixture was filtered through celite, and eluted with EtOAc. The filtrate was absorbed onto silica gel and purified by flash chromatograp...